From a dataset of the Open Reaction Database (ORD), a public repository of structured organic reaction records. describe an organic reaction: reactants, conditions, products, and yield Reactants: Cl.C(C)OC(CN)=O (glycine ethyl ester hydrochloride), CCN(C(C)C)C(C)C (DIPEA), O(C1=CC=CC=C1)C1=CC=C(C(=O)O)C=C1 (4-phenoxy benzoic acid), C=1C=CC2=C(C1)N=NN2O (HOBT), CCN=C=NCCCN(C)C.Cl (EDCI.HCl). The solvent is O (water), CN(C)C=O (DMF). Conditions: time 2 minute. The product is C(C)OC(CNC(C1=CC=C(C=C1)OC1=CC=CC=C1)=O)=O ((4-phenoxy-benzoylamino)-acetic acid ethyl ester). Isolated yield 102.2%. Reaction SMILES: CCN(C(C)C)C(C)C.[O:10]([C:17]1[CH:25]=[CH:24][C:20]([C:21]([OH:23])=O)=[CH:19][CH:18]=1)[C:11]1[CH:16]=[CH:15][CH:14]=[CH:13][CH:12]=1.C1C=CC2N(O)N=NC=2C=1.CCN=C=NCCCN(C)C.Cl.Cl.[CH2:49]([O:51][C:52](=[O:55])[CH2:53][NH2:54])[CH3:50]>CN(C=O)C.O>[CH2:49]([O:51][C:52](=[O:55])[CH2:53][NH:54][C:21](=[O:23])[C:20]1[CH:19]=[CH:18][C:17]([O:10][C:11]2[CH:12]=[CH:13][CH:14]=[CH:15][CH:16]=2)=[CH:25][CH:24]=1)[CH3:50] |f:3.4,5.6|. Reported procedure: DIPEA (12.1 g, 16.2 mL, 93.6 mmol) was added to a stirred solution of 4-phenoxy benzoic acid (4.011 g, 18.73 mmol) in DMF (40 mL). HOBT (2.78 g, 20.57 mmol) and EDCI.HCl (9 g, 47 mmol) were then added. After 2 minutes, glycine ethyl ester hydrochloride (3.14 g, 22.5 mmol) was added and the mixture was stirred at room temperature overnight. The reaction mixture was diluted with cold water and the product extracted with ethyl acetate. The organic layer was washed with saturated brine solution, dri... Starting materials: ( 4 ), NC=1SC(=NN1)SCC1=CC=CC=C1 (2-amino-5-benzylthio-1,3,4-thiadiazole), OC=C(C(=O)OCCC)OC (propyl 3-hydroxy-2-methoxy-propenoate), polyphosphoric acid, C(Cl)(Cl)Cl (chloroform). Solvent: O (water). Reaction conditions: time 20 minute. Yields the product C(C1=CC=CC=C1)SC1=NN2C(=NC=C(C2=O)OC)S1 (2-benzylthio-6-methoxy-5H-1,3,4-thiadiazolo[3,2-a]pyrimidin-5-one). Yield: 93.0%. As a reaction SMILES: [NH2:1][C:2]1[S:3][C:4]([S:7][CH2:8][C:9]2[CH:14]=[CH:13][CH:12]=[CH:11][CH:10]=2)=[N:5][N:6]=1.[OH:15][CH:16]=[C:17]([O:24][CH3:25])[C:18](OCCC)=O.C(Cl)(Cl)Cl>O>[CH2:8]([S:7][C:4]1[S:3][C:2]2=[N:1][CH:18]=[C:17]([O:24][CH3:25])[C:16](=[O:15])[N:6]2[N:5]=1)[C:9]1[CH:10]=[CH:11][CH:12]=[CH:13][CH:14]=1. Reported procedure: Four (4) grams of the thus obtained 2-amino-5-benzylthio-1,3,4-thiadiazole, 3.2 g of propyl 3-hydroxy-2-methoxy-propenoate and 11 g of polyphosphoric acid were heated to 135° C. and stirred for 20 minutes. After cooling, chloroform and water were added thereto, extraction was carried out. The organic layer was washed with an aqueous sodium hydrogen carbonate solution and water, and dried over anhydrous sodium sulfate. The solvent was distilled off and the residue was washed with an ethanol/hexan... The reactants are Cu(MeCN)4PF6, OS(=O)(=O)O (H2SO4), C(=O)(O)[O-].[Na+] (NaHCO3), FC1=C(COC2=CC=C(C=C2)C(C=C)=O)C=CC=C1 (1-(4-[2-fluorobenzyloxy]phenyl)-2-propen-1-one), C1(=CC=CC=C1)C(=NCC(=O)OCC)C1=CC=CC=C1 (ethyl N-(diphenylmethylidene)glycinate). The reagents and catalysts are C1CCC2=NCCCN2CC1 (DBU), CC(C)[C@H]1COC(=N1)[C]2[CH][CH][CH][C]2P(C3=CC=CC=C3)C4=CC=CC=C4.[CH]1[CH][CH][CH][CH]1.[Fe] ((S)-4-Isopropyl-2-[(S)-2-(diphenylphosphino)ferrocen-1-yl]oxazoline). Solvent: C1CCOC1 (THF), C1CCOC1 (THF). Conditions: temperature 22.5 celsius, time 30 minute. Yields the product C(C)OC(=O)C1N=C(CC1)C1=CC=C(C=C1)OCC1=C(C=CC=C1)F (Ethyl-5-(4-[2-fluorobenzyloxy]phenyl)-3,4-dihydro-2H-pyrrole-2-carboxyate). Yield: 83.7%. Reaction SMILES: [F:1][C:2]1[CH:19]=[CH:18][CH:17]=[CH:16][C:3]=1[CH2:4][O:5][C:6]1[CH:11]=[CH:10][C:9]([C:12](=O)[CH:13]=[CH2:14])=[CH:8][CH:7]=1.C1(C(C2C=CC=CC=2)=[N:27][CH2:28][C:29]([O:31][CH2:32][CH3:33])=[O:30])C=CC=CC=1.OS(O)(=O)=O.C([O-])(O)=O.[Na+]>C1COCC1.CC([C@@H]1N=C([C]2[C](P(C3C=CC=CC=3)C3C=CC=CC=3)[CH][CH][CH]2)OC1)C.[CH]1[CH][CH][CH][CH]1.[Fe].C1CCN2C(=NCCC2)CC1>[CH2:32]([O:31][C:29]([CH:28]1[CH2:14][CH2:13][C:12]([C:9]2[CH:10]=[CH:11][C:6]([O:5][CH2:4][C:3]3[CH:16]=[CH:17][CH:18]=[CH:19][C:2]=3[F:1])=[CH:7][CH:8]=2)=[N:27]1)=[O:30])[CH3:33] |f:3.4,6.7.8,^1:59,60,74,75,76,80,81,82,83,84|. Procedure: (S)-4-Isopropyl-2-[(S)-2-(diphenylphosphino)ferrocen-1-yl]oxazoline (18.8 mg, 0.039 mmol) and Cu(MeCN)4PF6 (14.5 mg, 0.039 mmol) were added to a dried, nitrogen swept reaction vessel. Anhydrous, degassed, BHT inhibited THF (5.0 mL) was then added and the mixture was stirred for 30 minutes at 20-25° C. The resulting solution was then cooled to −78° C. and a solution of 1-(4-[2-fluorobenzyloxy]phenyl)-2-propen-1-one (P4, 2.0 g, 7.80 mmol) and ethyl N-(diphenylmethylidene)glycinate (2.29 g, 8.58 mm... Starting materials: BrCCBr, COc1ccc(CN2CCc3cc(CC#N)ccc3C2=O)cc1, [H-], [Na+], CN(C)C=O. The product is COc1ccc(CN2CCc3cc(C4(C#N)CC4)ccc3C2=O)cc1. Reaction SMILES: [Br:26][CH2:27][CH2:28][Br:29].[CH3:3][O:4][c:5]1[cH:6][cH:7][c:8]([CH2:9][N:10]2[C:11](=[O:23])[c:12]3[cH:13][cH:14][c:15]([CH2:20][C:21]#[N:22])[cH:16][c:17]3[CH2:18][CH2:19]2)[cH:24][cH:25]1.[H-:1].[Na+:2].[O:30]=[CH:31][N:32]([CH3:33])[CH3:34]>>[CH3:3][O:4][c:5]1[cH:6][cH:7][c:8]([CH2:9][N:10]2[C:11](=[O:23])[c:12]3[cH:13][cH:14][c:15]([C:20]4([C:21]#[N:22])[CH2:27][CH2:28]4)[cH:16][c:17]3[CH2:18][CH2:19]2)[cH:24][cH:25]1.